From a dataset of the Open Reaction Database (ORD), a public repository of structured organic reaction records. describe an organic reaction: reactants, conditions, products, and yield Reactants: O=C([O-])[O-], CCCCCCCCBr, CN(C)C=O, CCOC(C)=O, [K+], [K+], O, CC(C)(C)OC(=O)N1CCN(c2ccc(O)cc2)CC1. The product is CCCCCCCCOc1ccc(N2CCN(C(=O)OC(C)(C)C)CC2)cc1. As a reaction SMILES: [C:21](=[O:22])([O-:23])[O-:24].[CH2:27]([CH2:28][CH2:29][CH2:30][CH2:31][CH2:32][CH2:33][CH3:34])[Br:35].[CH3:37][N:38]([CH3:39])[CH:40]=[O:41].[CH3:42][CH2:43][O:44][C:45](=[O:46])[CH3:47].[K+:25].[K+:26].[OH2:36].[OH:1][c:2]1[cH:3][cH:4][c:5]([N:8]2[CH2:9][CH2:10][N:11]([C:14](=[O:15])[O:16][C:17]([CH3:18])([CH3:19])[CH3:20])[CH2:12][CH2:13]2)[cH:6][cH:7]1>>[O:1]([c:2]1[cH:3][cH:4][c:5]([N:8]2[CH2:9][CH2:10][N:11]([C:14](=[O:15])[O:16][C:17]([CH3:18])([CH3:19])[CH3:20])[CH2:12][CH2:13]2)[cH:6][cH:7]1)[CH2:27][CH2:28][CH2:29][CH2:30][CH2:31][CH2:32][CH2:33][CH3:34]. Starting materials: CC1=CC2=CC3=CC=CC=C3C=C2C=C1 (2-Methylanthracene), [N+](=O)(O)[O-] (nitric acid), Cl (HCl). Solvent: C(C)(=O)O (acetic acid), C(C)(=O)O (acetic acid). Reaction conditions: temperature 22.5 celsius, time 4 hour. Yields the product CC1=CC2=C(C3=CC=CC=C3C=C2C=C1)[N+](=O)[O-] (2-methyl-9-nitroanthracene). As a reaction SMILES: [CH3:1][C:2]1[CH:15]=[CH:14][C:13]2[C:4](=[CH:5][C:6]3[C:11]([CH:12]=2)=[CH:10][CH:9]=[CH:8][CH:7]=3)[CH:3]=1.[N+:16]([O-])([OH:18])=[O:17].Cl>C(O)(=O)C>[CH3:1][C:2]1[CH:15]=[CH:14][C:13]2[C:4](=[C:5]([N+:16]([O-:18])=[O:17])[C:6]3[C:11]([CH:12]=2)=[CH:10][CH:9]=[CH:8][CH:7]=3)[CH:3]=1. Procedure: Synthesis of 2-methyl-9-nitroanthracene ##STR12## Nitration of 2-methylanthracene (Source Aldrich) was carried out using the same procedure as in example 1 to yield the 2-methyl-9-nitroanthracene as a yellow solid. 2-Methylanthracene (2.0 g; 0.010 mole) was suspended in glacial acetic acid (25 ml) and to the stirred solution was added concentrated nitric acid (0.6 ml; 0.014 mole). The solution was stirred in a water bath at 20-25° C. for 4 hours, until the solution became clear. To the clear sol... The product is CCc1ccc(F)c(C=O)c1. RXN SMILES: [CH2:10]([Li:11])[CH2:12][CH2:13][CH3:14].[CH2:1]([CH3:2])[c:3]1[cH:4][cH:5][c:6]([F:9])[cH:7][cH:8]1.[CH2:20]1[O:21][CH2:22][CH2:23][CH2:24]1.[O:15]=[CH:16][N:17]([CH3:18])[CH3:19]>>[CH2:1]([CH3:2])[c:3]1[cH:4][cH:5][c:6]([F:9])[c:7]([CH:16]=[O:15])[cH:8]1. The reactants are [Li]CCCC, CCc1ccc(F)cc1, C1CCOC1, CN(C)C=O. Starting materials: OC1=CC=C(C2=CC=CC=C12)C=O (4-hydroxy-1-naphthaldehyde), C(=O)([O-])[O-].[K+].[K+] (K2CO3), O (water), O1C(CBr)C1 (2,3-epoxypropyl bromide). The solvent is CS(=O)C (DMSO). Conditions: time 30 minute. The product is O1C(COC2=CC=C(C3=CC=CC=C23)C=O)C1 (4-(2,3-Epoxypropanoxy)-1-naphthaldehyde). Isolated yield 92.9%. Reaction SMILES: [OH:1][C:2]1[C:11]2[C:6](=[CH:7][CH:8]=[CH:9][CH:10]=2)[C:5]([CH:12]=[O:13])=[CH:4][CH:3]=1.C([O-])([O-])=O.[K+].[K+].[O:20]1[CH2:24][CH:21]1[CH2:22]Br.O>CS(C)=O>[O:20]1[CH2:24][CH:21]1[CH2:22][O:1][C:2]1[C:11]2[C:6](=[CH:7][CH:8]=[CH:9][CH:10]=2)[C:5]([CH:12]=[O:13])=[CH:4][CH:3]=1 |f:1.2.3|. Reported procedure: To a solution of 4-hydroxy-1-naphthaldehyde (1 g, 5.8 mmol) in DMSO (20 mL) was added K2CO3(1 g, 7.2 mmol ). The mixture was stirred at room temperature for 30 min, and then 2,3-epoxypropyl bromide (0.96 g, 7 mmol) was added. After stirring for 24 hr, water (100 mL) was added. The mixture was extracted with ethyl acetate (3×80 mL), dried (MgSO4), and concentrated to give a brown solid (1.23 g, 93%). Reactants: ClC1=C(N)C(=CC(=C1)[N+](=O)[O-])Cl (2,6-dichloro-4-nitroaniline), S(O)(O)(=O)=O (sulfuric acid), C(C)O (ethanol), [N+](=O)([O-])[O-].[Na+] (sodium nitrate). Solvent: O (water). The product is ClC=1C=C(C=C(C1)Cl)[N+](=O)[O-] (3,5-dichloronitrobenzene). Isolated yield 84.0%. Reaction SMILES: [Cl:1][C:2]1[CH:8]=[C:7]([N+:9]([O-:11])=[O:10])[CH:6]=[C:5]([Cl:12])[C:3]=1N.C(O)C.[N+]([O-])([O-])=O.[Na+].S(=O)(=O)(O)O>O>[Cl:1][C:2]1[CH:8]=[C:7]([N+:9]([O-:11])=[O:10])[CH:6]=[C:5]([Cl:12])[CH:3]=1 |f:2.3|. Reported procedure: An article in Journal of the American Chemical Society, 72 (1950), 798, discloses that 2,6-dichloro-4-nitroaniline, ethanol and sodium nitrate can be reacted at the boil, in the absence of water and in the presence of concentrated sulfuric acid, to give an 84% yield of 3,5-dichloronitrobenzene. A corresponding reaction to form the 3,5-dibromonitrobenzene proceeds with a yield of 91%. The process is unsatisfactory in respect of the yield and purity of the end product and in respect of simple, rel...